This data is from the Open Reaction Database (ORD), a public repository of structured organic reaction records. The task is: describe an organic reaction: reactants, conditions, products, and yield Starting materials: CC1(C)CC(c2ccc(O)cc2N2CCN(C(=O)OC(C)(C)C)CC2)CC(C)(C)C1, CN(C)c1ccncc1, CCN(C(C)C)C(C)C, ClCCl, O=S(=O)(F)C(F)(F)C(F)(F)C(F)(F)C(F)(F)F, O. Yields the product CC1(C)CC(c2ccc(OS(=O)(=O)C(F)(F)C(F)(F)C(F)(F)C(F)(F)F)cc2N2CCN(C(=O)OC(C)(C)C)CC2)CC(C)(C)C1. As a reaction SMILES: [C:1]([CH3:2])([CH3:3])([CH3:4])[O:5][C:6](=[O:7])[N:8]1[CH2:9][CH2:10][N:11]([c:14]2[c:15]([CH:21]3[CH2:22][C:23]([CH3:29])([CH3:30])[CH2:24][C:25]([CH3:27])([CH3:28])[CH2:26]3)[cH:16][cH:17][c:18]([OH:20])[cH:19]2)[CH2:12][CH2:13]1.[CH3:57][N:58]([CH3:59])[c:60]1[cH:61][cH:62][n:63][cH:64][cH:65]1.[CH:31]([N:32]([CH:33]([CH3:34])[CH3:35])[CH2:36][CH3:37])([CH3:38])[CH3:39].[Cl:66][CH2:67][Cl:68].[F:40][C:41]([C:42]([C:43]([C:44]([F:45])([F:46])[F:47])([F:48])[F:49])([F:50])[F:51])([S:52](=[O:53])(=[O:54])[F:55])[F:56].[OH2:69]>>[C:1]([CH3:2])([CH3:3])([CH3:4])[O:5][C:6](=[O:7])[N:8]1[CH2:9][CH2:10][N:11]([c:14]2[c:15]([CH:21]3[CH2:22][C:23]([CH3:29])([CH3:30])[CH2:24][C:25]([CH3:27])([CH3:28])[CH2:26]3)[cH:16][cH:17][c:18]([O:20][S:52]([C:41]([F:40])([C:42]([C:43]([C:44]([F:45])([F:46])[F:47])([F:48])[F:49])([F:50])[F:51])[F:56])(=[O:53])=[O:54])[cH:19]2)[CH2:12][CH2:13]1. Reactants: CO (MeOH), FC(C1=CC=C(C=C1)C1NCCC2=CC=CC=C12)(F)F (1-(4-(trifluoromethyl)phenyl)-1,2,3,4-tetrahydroisoquinoline), CCN(C(C)C)C(C)C (DIEA), C1(=CC=CC=C1)N=C=O (phenyl isocyanate). Run in C(Cl)Cl (DCM). Run at time 3 hour. The product is C1(=CC=CC=C1)NC(=O)N1C(C2=CC=CC=C2CC1)C1=CC=C(C=C1)C(F)(F)F (N-Phenyl-1-(4-(trifluoromethyl)phenyl)-3,4-dihydroisoquinoline-2(1H)-carboxamide). RXN SMILES: [F:1][C:2]([F:20])([F:19])[C:3]1[CH:8]=[CH:7][C:6]([CH:9]2[C:18]3[C:13](=[CH:14][CH:15]=[CH:16][CH:17]=3)[CH2:12][CH2:11][NH:10]2)=[CH:5][CH:4]=1.CCN(C(C)C)C(C)C.[C:30]1([N:36]=[C:37]=[O:38])[CH:35]=[CH:34][CH:33]=[CH:32][CH:31]=1.CO>C(Cl)Cl>[C:30]1([NH:36][C:37]([N:10]2[CH2:11][CH2:12][C:13]3[C:18](=[CH:17][CH:16]=[CH:15][CH:14]=3)[CH:9]2[C:6]2[CH:5]=[CH:4][C:3]([C:2]([F:1])([F:19])[F:20])=[CH:8][CH:7]=2)=[O:38])[CH:35]=[CH:34][CH:33]=[CH:32][CH:31]=1. Reported procedure: To a solution of 1-(4-(trifluoromethyl)phenyl)-1,2,3,4-tetrahydroisoquinoline (500 mg, 1.80 mmol) and DIEA (0.314 mL, 1.80 mmol) in DCM (9 mL) was added phenyl isocyanate (0.196 mL, 1.80 mmol). The resulting mixture was stirred at RT for 3 h. Then, MeOH (50 mL) was added and the mixture was concentrated. The residue was purified by silica gel flash column chromatography (0%-50% EtOAc/hexane) to give the title compound as a light yellow solid. The solid was then washed with MeOH (3×20 mL) to give... The reactants are ClCCCBr, O=C([O-])[O-], CC(C)=O, [Cs+], [Cs+], CC(C)(C)C(=O)OCC1OC(Oc2cccc3ccn(CCc4ccc(O)cc4)c23)C(OC(=O)C(C)(C)C)C(OC(=O)C(C)(C)C)C1OC(=O)C(C)(C)C. Product: CC(C)(C)C(=O)OCC1OC(Oc2cccc3ccn(CCc4ccc(OCCCCl)cc4)c23)C(OC(=O)C(C)(C)C)C(OC(=O)C(C)(C)C)C1OC(=O)C(C)(C)C. As a reaction SMILES: [Br:61][CH2:62][CH2:63][CH2:64][Cl:65].[C:55](=[O:56])([O-:57])[O-:58].[CH3:66][C:67](=[O:68])[CH3:69].[Cs+:59].[Cs+:60].[OH:1][c:2]1[cH:3][cH:4][c:5]([CH2:8][CH2:9][n:10]2[cH:11][cH:12][c:13]3[cH:14][cH:15][cH:16][c:17]([O:19][CH:20]4[CH:21]([O:22][C:23]([C:24]([CH3:25])([CH3:26])[CH3:27])=[O:28])[CH:29]([O:30][C:31]([C:32]([CH3:33])([CH3:34])[CH3:35])=[O:36])[CH:37]([O:38][C:39]([C:40]([CH3:41])([CH3:42])[CH3:43])=[O:44])[CH:45]([CH2:47][O:48][C:49]([C:50]([CH3:51])([CH3:52])[CH3:53])=[O:54])[O:46]4)[c:18]23)[cH:6][cH:7]1>>[O:1]([c:2]1[cH:3][cH:4][c:5]([CH2:8][CH2:9][n:10]2[cH:11][cH:12][c:13]3[cH:14][cH:15][cH:16][c:17]([O:19][CH:20]4[CH:21]([O:22][C:23]([C:24]([CH3:25])([CH3:26])[CH3:27])=[O:28])[CH:29]([O:30][C:31]([C:32]([CH3:33])([CH3:34])[CH3:35])=[O:36])[CH:37]([O:38][C:39]([C:40]([CH3:41])([CH3:42])[CH3:43])=[O:44])[CH:45]([CH2:47][O:48][C:49]([C:50]([CH3:51])([CH3:52])[CH3:53])=[O:54])[O:46]4)[c:18]23)[cH:6][cH:7]1)[CH2:62][CH2:63][CH2:64][Cl:65]. Starting materials: N1=CC(=CC=C1)C=1N=CNC1 (4pyridin-3-yl-imidazole), C(C)O (ethanol), C(\C=C\C)=O (crotonaldehyde), C(\C=C\C)=O (crotonaldehyde). Run in C1CCOC1 (THF). Product: N1=CC(=CC=C1)C=1N=CN(C1)C(CC=O)C (3-(R/S)-(4-pyridin-3yl-imidazol-1-yl)-butyraldehyde). RXN SMILES: [N:1]1[CH:6]=[CH:5][CH:4]=[C:3]([C:7]2[N:8]=[CH:9][NH:10][CH:11]=2)[CH:2]=1.C(O)C.[CH:15](=[O:19])/[CH:16]=[CH:17]/[CH3:18]>C1COCC1>[N:1]1[CH:6]=[CH:5][CH:4]=[C:3]([C:7]2[N:8]=[CH:9][N:10]([CH:17]([CH3:18])[CH2:16][CH:15]=[O:19])[CH:11]=2)[CH:2]=1. Procedure: To a solution 4pyridin-3-yl-imidazole (10 g, 68.88 mmol) in THF (300 ml) were added ethanol (4.04 ml, 68.88 mmol) and crotonaldehyde (22.83 ml, 275.52 mmol). The resulting mixture was heated under reflux for 18 hours. At this point of time, an additional 2 equiv of crotonaldehyde was added and contiuned to reflux for another 20 hours. TLC analysis indicated the reaction was complete. Solvent was removed in vacuo and the crude aldehyde of formula 18, wherein R7 is methyl and R3 is pyridin-3-yl, w... Starting materials: Cl (hydrogen chloride), C(C)(C)N(CC)C(C)C (diisopropylethylamine), COCCl (chloromethyl methyl ether), OC1=CC=C(CC#N)C=C1 (4-hydroxybenzyl cyanide). Solvent: C(Cl)Cl (methylene chloride). Run at time 8 hour. Yields the product COCOC1=CC=C(CC#N)C=C1 (4-methoxymethyloxybenzyl cyanide). Yield: 96.2%. RXN SMILES: [OH:1][C:2]1[CH:10]=[CH:9][C:5]([CH2:6][C:7]#[N:8])=[CH:4][CH:3]=1.C(N(C(C)C)CC)(C)C.[CH3:20][O:21][CH2:22]Cl.Cl>C(Cl)Cl>[CH3:20][O:21][CH2:22][O:1][C:2]1[CH:10]=[CH:9][C:5]([CH2:6][C:7]#[N:8])=[CH:4][CH:3]=1. Reported procedure: Ten grams of 4-hydroxybenzyl cyanide was dissolved in 80 ml of methylene chloride, followed by addition of 20 ml of diisopropylethylamine and 9.1 g of chloromethyl methyl ether at 0 C., and stirred overnight at room temperature. The reaction solution was poured into 2N hydrogen chloride, followed by extraction of methylene chloride and washing in saturated aqueous sodium chloride solution, and dried over anhydrous sodium sulfate to obtain residue. The residue was subjected to chromatography on a... Starting materials: O=C([O-])O, COC(=O)c1ccc(CN(Cc2nc3ccccc3[nH]2)C2CCCc3cccnc32)cc1, CCO, NN, [Na+], O. Yields the product NNC(=O)c1ccc(CN(Cc2nc3ccccc3[nH]2)C2CCCc3cccnc32)cc1. As a reaction SMILES: [C:36](=[O:37])([OH:38])[O-:39].[CH3:1][O:2][C:3]([c:4]1[cH:5][cH:6][c:7]([CH2:10][N:11]([CH:12]2[CH2:13][CH2:14][CH2:15][c:16]3[cH:17][cH:18][cH:19][n:20][c:21]32)[CH2:22][c:23]2[n:24][c:25]3[c:26]([nH:27]2)[cH:28][cH:29][cH:30][cH:31]3)[cH:8][cH:9]1)=[O:32].[CH3:41][CH2:42][OH:43].[NH2:34][NH2:35].[Na+:40].[OH2:33]>>[O:2]=[C:3]([c:4]1[cH:5][cH:6][c:7]([CH2:10][N:11]([CH:12]2[CH2:13][CH2:14][CH2:15][c:16]3[cH:17][cH:18][cH:19][n:20][c:21]32)[CH2:22][c:23]2[nH:24][c:25]3[c:26]([n:27]2)[cH:28][cH:29][cH:30][cH:31]3)[cH:8][cH:9]1)[NH:34][NH2:35]. Starting materials: CO, CCOC(C)=O, C=CCC1(C(=O)OC)CCOCC1, CC(C)O, ClCCl, O=[Os](=O)(=O)=O, O. Product: COC(=O)C1(CC=O)CCOCC1. Reaction SMILES: [CH3:14][OH:15].[CH3:16][CH2:17][O:18][C:19]([CH3:20])=[O:21].[CH3:1][O:2][C:3](=[O:4])[C:5]1([CH2:11][CH:12]=[CH2:13])[CH2:6][CH2:7][O:8][CH2:9][CH2:10]1.[CH:22]([OH:23])([CH3:24])[CH3:25].[Cl:27][CH2:28][Cl:29].[O:30]=[Os:31](=[O:32])(=[O:33])=[O:34].[OH2:26]>>[CH3:1][O:2][C:3](=[O:4])[C:5]1([CH2:11][CH:12]=[O:18])[CH2:6][CH2:7][O:8][CH2:9][CH2:10]1.